This data is from the Open Reaction Database (ORD), a public repository of structured organic reaction records. The task is: describe an organic reaction: reactants, conditions, products, and yield Reactants: FC=1C=C(C=CC1)N1[Si](CC[Si]1(C)C)(C)C (1-(3-Fluorophenyl)-2,2,5,5-tetramethyl-1-aza-2,5-disilacyclopentane), C(C)(CC)[Li] (sec-butyllithium), C(=O)(OCC1=CC=CC=C1)N1CCC(CC1)=O (N-(carbobenzyloxy)-4-piperidone), C([O-])([O-])=O.[K+].[K+] (potassium carbonate). The solvent is O1CCCC1 (tetrahydrofuran), O1CCCC1 (tetrahydrofuran). Reaction conditions: temperature -78 celsius, time 2 hour. Product: N1(CCCCC1)C1=C(C=CC=C1)N (piperidinyl benzenamine). Reaction SMILES: F[C:2]1[CH:3]=[C:4]([N:8]2[Si](C)(C)CC[Si]2(C)C)[CH:5]=[CH:6][CH:7]=1.C([Li])(CC)C.C([N:32]1[CH2:37][CH2:36][C:35](=O)[CH2:34][CH2:33]1)(OCC1C=CC=CC=1)=O.C(=O)([O-])[O-].[K+].[K+]>O1CCCC1>[N:32]1([C:3]2[CH:2]=[CH:7][CH:6]=[CH:5][C:4]=2[NH2:8])[CH2:37][CH2:36][CH2:35][CH2:34][CH2:33]1 |f:3.4.5|. Procedure details: A solution of 1-(3-fluorophenyl)-2,2,5,5-tetramethyl-1-aza-2,5-disilacyclopentane (EXAMPLE 20, Step 1, 1.00 g) in dry tetrahydrofuran (9.8 mL) at -78° C. under N2 is treated with sec-butyllithium (1.3M in cyclohexane, 3.64 mL) dropwise over 3 mins, and the resulting mixture is stirred at -78° C. for 2 hrs. The mixture is then treated with a solution of N-(carbobenzyloxy)-4-piperidone (919 mg) in dry tetrahydrofuran (3.9 mL) dropwise over 2 mins and is stirred at -78° C. for 2 hrs. The mixture is... The reactants are [O-]O.C1(=CC=CC=C1)C(C)C (cumene hydroperoxide), solution, brominated styrene, C1=CC(=CC=C1Cl)Cl (dichlorobenzene), C(C(=C)C)(=O)OCC1CO1 (glycidyl methacrylate), C1(=CC=CC=C1)C(=C)CC(C)(C)C1=CC=CC=C1 (2,4-diphenyl-4-methyl-1-pentene), VAZO-52, azo, initiator, [O-]O.C1(=CC=CC=C1)C(C)C (cumene hydroperoxide). Run at temperature 90 celsius, time 42.5 minute. Product: CC(=C)C1=CC=CC=C1.CC(=C)C1=CC=CC=C1 (α-methyl Styrene Dimer). As a reaction SMILES: [O-]O.[C:3]1([CH:9]([CH3:11])[CH3:10])[CH:8]=[CH:7][CH:6]=[CH:5][CH:4]=1.C1C(Cl)=CC=C(Cl)C=1.C(OCC1OC1)(=O)C(C)=C.[C:30]1([C:36]([CH2:38]C(C2C=CC=CC=2)(C)C)=[CH2:37])[CH:35]=[CH:34][CH:33]=[CH:32][CH:31]=1>>[CH3:11][C:9]([C:3]1[CH:8]=[CH:7][CH:6]=[CH:5][CH:4]=1)=[CH2:10].[CH3:38][C:36]([C:30]1[CH:35]=[CH:34][CH:33]=[CH:32][CH:31]=1)=[CH2:37] |f:0.1,5.6|. Procedure details: A high temperature initiator, cumene hydroperoxide, was included in this run to drive the polymerization further towards completion and to reduce residual monomer. The flask was charged with brominated styrene monomer (1002.6), dichlorobenzene (497 g), glycidyl methacrylate (5.13 g, 0.0360 mol), 2,4-diphenyl-4-methyl-1-pentene (20.26 g, 0.08571 mol), VAZO-52™ azo type initiator (1.05 g, 4.22 mmol) and cumene hydroperoxide (1.06 g, 6.96 mmol). The solution was then heated to about 90° C. until ex...